The task is: describe an organic reaction: reactants, conditions, products, and yield. This data is from the Open Reaction Database (ORD), a public repository of structured organic reaction records. Reactants: CC#CCOc1ccc(S(=O)(=O)C2(C(=O)OCC)CCN(Cc3ccc(F)cc3)CC2)cc1, C1CCOC1, CO, [Na+], [OH-]. Yields the product CC#CCOc1ccc(S(=O)(=O)C2(C(=O)O)CCN(Cc3ccc(F)cc3)CC2)cc1. Reaction SMILES: [CH2:1]([CH3:2])[O:3][C:4](=[O:5])[C:6]1([S:20](=[O:21])(=[O:22])[c:23]2[cH:24][cH:25][c:26]([O:29][CH2:30][C:31]#[C:32][CH3:33])[cH:27][cH:28]2)[CH2:7][CH2:8][N:9]([CH2:12][c:13]2[cH:14][cH:15][c:16]([F:19])[cH:17][cH:18]2)[CH2:10][CH2:11]1.[CH2:34]1[O:35][CH2:36][CH2:37][CH2:38]1.[CH3:39][OH:40].[Na+:42].[OH-:41]>>[O:3]=[C:4]([OH:5])[C:6]1([S:20](=[O:21])(=[O:22])[c:23]2[cH:24][cH:25][c:26]([O:29][CH2:30][C:31]#[C:32][CH3:33])[cH:27][cH:28]2)[CH2:7][CH2:8][N:9]([CH2:12][c:13]2[cH:14][cH:15][c:16]([F:19])[cH:17][cH:18]2)[CH2:10][CH2:11]1. Reactants: NC=1C(=NC=CC1N)Cl (3,4-diamino-2-chloropyridine), C(=O)(N1C=NC=C1)N1C=NC=C1 (1,1′-carbonyldiimidazole). Solvent: C1CCOC1 (THF). The product is ClC1=NC=CC2=C1NC(=N2)O (4-chloro-3H-imidazo[4,5-c]pyridin-2-ol). The yield is 86.5%. As a reaction SMILES: [NH2:1][C:2]1[C:3]([Cl:9])=[N:4][CH:5]=[CH:6][C:7]=1[NH2:8].[C:10](N1C=CN=C1)(N1C=CN=C1)=[O:11]>C1COCC1>[Cl:9][C:3]1[C:2]2[NH:1][C:10]([OH:11])=[N:8][C:7]=2[CH:6]=[CH:5][N:4]=1. Reported procedure: 1.1 A solution of 17.23 g of 3,4-diamino-2-chloropyridine and 19.46 g of 1,1′-carbonyldiimidazole in THF is stirred at room temperature for 16 hours. The product is separated off and dried, giving 17.6 g of 4-chloro-3H-imidazo[4,5-c]pyridin-2-ol (“1”).